Dataset: the Open Reaction Database (ORD), a public repository of structured organic reaction records. Task: describe an organic reaction: reactants, conditions, products, and yield The reactants are C(C)(C)(C)OC(=O)N[C@H](C(=O)N[C@H](C(=O)O)CC1=CC(=C(C=C1)OCC(=O)OC)C(=O)OC)CC1=CC=CC=C1 ((2S)-2-({(2S)-2-[(tert-butoxycarbonyl)amino]-3-phenylpropanoyl}amino)-3-[3-(methoxycarbonyl)-4-(2-methoxy-2-oxoethoxy)phenyl]propanoic acid), COC1=CC=C(CN)C=C1 (4-methoxybenzylamine). Product: C(C)(C)(C)OC(=O)N[C@H](C(=O)N[C@@H](CC=1C=CC(=C(C(=O)O)C1)OCC(=O)O)C(=O)NCC1=CC=C(C=C1)OC)CC1=CC=CC=C1 (5-{(2S)-2-({(2S)-2-[(tert-Butoxycarbonyl)amino]-3-phenylpropanoyl}amino)-3-[(4-methoxybenzyl)amino]-3-oxopropyl}-2-(carboxymethoxy)benzoic Acid). As a reaction SMILES: [C:1]([O:5][C:6]([NH:8][C@@H:9]([CH2:34][C:35]1[CH:40]=[CH:39][CH:38]=[CH:37][CH:36]=1)[C:10]([NH:12][C@@H:13]([CH2:17][C:18]1[CH:23]=[CH:22][C:21]([O:24][CH2:25][C:26]([O:28]C)=[O:27])=[C:20]([C:30]([O:32]C)=[O:31])[CH:19]=1)[C:14](O)=[O:15])=[O:11])=[O:7])([CH3:4])([CH3:3])[CH3:2].[CH3:41][O:42][C:43]1[CH:50]=[CH:49][C:46]([CH2:47][NH2:48])=[CH:45][CH:44]=1>>[C:1]([O:5][C:6]([NH:8][C@@H:9]([CH2:34][C:35]1[CH:40]=[CH:39][CH:38]=[CH:37][CH:36]=1)[C:10]([NH:12][C@H:13]([C:14]([NH:48][CH2:47][C:46]1[CH:49]=[CH:50][C:43]([O:42][CH3:41])=[CH:44][CH:45]=1)=[O:15])[CH2:17][C:18]1[CH:23]=[CH:22][C:21]([O:24][CH2:25][C:26]([OH:28])=[O:27])=[C:20]([CH:19]=1)[C:30]([OH:32])=[O:31])=[O:11])=[O:7])([CH3:4])([CH3:2])[CH3:3]. Procedure: Synthesis was performed from (2S)-2-({(2S)-2-[(tert-butoxycarbonyl)amino]-3-phenylpropanoyl}amino)-3-[3-(methoxycarbonyl)-4-(2-methoxy-2-oxoethoxy)phenyl]propanoic acid and 4-methoxybenzylamine (40 mg) according to Method B to give the title compound (33 mg). 1H-NMR (400 MHz, CD3OD) d 7.75 (s, 1H), 7.34 (dd, 1H), 7.26-7.18 (m, 5H), 7.05 (d, J=8.6 Hz, 1H), 6.94 (d, J=8.6 Hz, 2H), 6.82 (m, 2H), 4.77 (s, 2H), 4.56 (m, 1H), 4.15 (dd, J=5.1 Hz, J=14.7 Hz, 1H), 3.76 (s, 3H), 3.08-2.94 (m, 3H), 2.76 (d... The reactants are CO, COC(=O)CN(CC=Cc1ccccc1)C(=O)C1=C(C)NC(=O)NC1c1cccc(Cl)c1, [Na+], [OH-]. Product: CC1=C(C(=O)N(CC=Cc2ccccc2)CC(=O)O)C(c2cccc(Cl)c2)NC(=O)N1. As a reaction SMILES: [CH3:35][OH:36].[Cl:1][c:2]1[cH:3][c:4]([CH:8]2[NH:9][C:10](=[O:32])[NH:11][C:12]([CH3:31])=[C:13]2[C:14](=[O:15])[N:16]([CH2:17][CH:18]=[CH:19][c:20]2[cH:21][cH:22][cH:23][cH:24][cH:25]2)[CH2:26][C:27](=[O:28])[O:29][CH3:30])[cH:5][cH:6][cH:7]1.[Na+:34].[OH-:33]>>[Cl:1][c:2]1[cH:3][c:4]([CH:8]2[NH:9][C:10](=[O:32])[NH:11][C:12]([CH3:31])=[C:13]2[C:14](=[O:15])[N:16]([CH2:17][CH:18]=[CH:19][c:20]2[cH:21][cH:22][cH:23][cH:24][cH:25]2)[CH2:26][C:27](=[O:28])[OH:29])[cH:5][cH:6][cH:7]1. Starting materials: CC(C)(C)OC([C@@H](CCN1C(C=2C=C3C(=CC2C1=O)C=CC=C3)=O)N[C@@H](CC(C)C)C(=O)N(C)C3CS(CC3)(=O)=O)=O (4-(1,3-Dihydro-1,3-dioxo-2H-benz[f]isoindol-2-yl)-2-(R)-[[3-methyl-1-(S)-[[(1,1-dioxo-tetrahydro-thiophen-3-yl)-methyl-amino]carbonyl]butyl]amino]-butanoic acid-1,1-dimethylethyl ester), N1C(CCC1)C=1C=NC=CC1 (3-pyrrolidin-2-yl-pyridine), HNR2R3. The product is O=C1N(C(C=2C=C3C(=CC12)C=CC=C3)=O)CC[C@H](C(=O)O)N[C@@H](CC(C)C)C(=O)N3[C@H](CCC3)C=3C=NC=CC3 (4-(1,3-Dihydro-1,3-dioxo-2H-benz[f]isoindol-2-yl)-2-(R)-[[3-methyl-1-(S)-[2-(R)-(pyridin-3-yl)-pyrrolidinecarbonyl]butyl]amino]-butanoic acid). RXN SMILES: CC([O:5][C:6](=[O:42])[C@H:7]([NH:25][C@H:26]([C:31](N(C1CCS(=O)(=O)C1)C)=[O:32])[CH2:27][CH:28]([CH3:30])[CH3:29])[CH2:8][CH2:9][N:10]1[C:18](=[O:19])[C:17]2[CH:16]=[C:15]3[CH:20]=[CH:21][CH:22]=[CH:23][C:14]3=[CH:13][C:12]=2[C:11]1=[O:24])(C)C.[NH:43]1[CH2:47][CH2:46][CH2:45][CH:44]1[C:48]1[CH:49]=[N:50][CH:51]=[CH:52][CH:53]=1>>[O:24]=[C:11]1[C:12]2[CH:13]=[C:14]3[CH:23]=[CH:22][CH:21]=[CH:20][C:15]3=[CH:16][C:17]=2[C:18](=[O:19])[N:10]1[CH2:9][CH2:8][C@@H:7]([NH:25][C@H:26]([C:31]([N:43]1[CH2:47][CH2:46][CH2:45][C@@H:44]1[C:48]1[CH:49]=[N:50][CH:51]=[CH:52][CH:53]=1)=[O:32])[CH2:27][CH:28]([CH3:29])[CH3:30])[C:6]([OH:42])=[O:5]. Reported procedure: Prepared as described in Example 1, Part (a) using 3-pyrrolidin-2-yl-pyridine as HNR2R3 to afford the title compound as a dark solid; 145 mg. The reactants are C(CCC)[Li] (n-butyllithium), C(C)=O (acetaldehyde), C(O)([O-])=O.[Na+] (sodium hydrogencarbonate), COC=1C=C(C=CC1)CCN1CCC(CC1)CC1=C(C=CC(=C1)OC)Br (N-(2-(3-methoxyphenyl)ethyl)-4-(2-bromo-5-methoxybenzyl)piperidine), compound. The solvent is CCCCCC (hexane), O1CCCC1 (tetrahydrofuran). Reaction conditions: time 30 minute. Yields the product COC=1C=C(C=CC1)CCN1CCC(CC1)CC1=C(C=CC(=C1)OC)C(C)O (N-(2-(3-methoxyphenyl)ethyl)-4-(2-(1-hydroxyethyl)-5-methoxybenzyl)piperidine). Isolated yield 84.0%. RXN SMILES: [CH3:1][O:2][C:3]1[CH:4]=[C:5]([CH2:9][CH2:10][N:11]2[CH2:16][CH2:15][CH:14]([CH2:17][C:18]3[CH:23]=[C:22]([O:24][CH3:25])[CH:21]=[CH:20][C:19]=3Br)[CH2:13][CH2:12]2)[CH:6]=[CH:7][CH:8]=1.C([Li])CCC.[CH:32](=[O:34])[CH3:33].C(=O)([O-])O.[Na+]>O1CCCC1.CCCCCC>[CH3:1][O:2][C:3]1[CH:4]=[C:5]([CH2:9][CH2:10][N:11]2[CH2:16][CH2:15][CH:14]([CH2:17][C:18]3[CH:23]=[C:22]([O:24][CH3:25])[CH:21]=[CH:20][C:19]=3[CH:32]([OH:34])[CH3:33])[CH2:13][CH2:12]2)[CH:6]=[CH:7][CH:8]=1 |f:3.4|. Procedure details: A solution of N-(2-(3-methoxyphenyl)ethyl)-4-(2-bromo-5-methoxybenzyl)piperidine (the compound of Example 64) (500 mg, 1.2 mmol) in tetrahydrofuran (5 ml) was cooled to −78° C., and n-butyllithium (a 1.57M hexane solution, 910 μl, 1.4 mmol) was added dropwise thereto. After the resulting solution was stirred at the same temperature for 30 minutes, acetaldehyde (135 μl, 2.4 mmol) was added dropwise thereto, and the reaction mixture was stirred at the same temperature for another 1 hour. A saturat... The reactants are CC(C)([O-])C.[K+] (potassium tert-butoxide), C1(=CC=CC=C1)S(=O)CP(OCC)(OCC)=O (Diethyl [(phenylsulfinyl)methyl]phosphonate), ClC=1C=C(C=C(C1)Cl)C(C(F)(F)F)=O (1-(3,5-Dichlorophenyl)-2,2,2-trifluoroethanone). Run in C1(=CC=CC=C1)C (toluene), C1(=CC=CC=C1)C (toluene). Run at temperature 0 celsius, time 15 minute. Product: C1(=CC=CC=C1)S(=O)C=C(C(F)(F)F)C1=CC(=CC(=C1)Cl)Cl (2-(3,5-dichlorophenyl)-3,3,3-trifluoroprop-1-en-1-yl phenyl sulfoxide). Isolated yield 93.0%. As a reaction SMILES: [C:1]1([S:7]([CH2:9]P(=O)(OCC)OCC)=[O:8])[CH:6]=[CH:5][CH:4]=[CH:3][CH:2]=1.CC(C)([O-])C.[K+].[Cl:24][C:25]1[CH:26]=[C:27]([C:32](=O)[C:33]([F:36])([F:35])[F:34])[CH:28]=[C:29]([Cl:31])[CH:30]=1>C1(C)C=CC=CC=1>[C:1]1([S:7]([CH:9]=[C:32]([C:27]2[CH:28]=[C:29]([Cl:31])[CH:30]=[C:25]([Cl:24])[CH:26]=2)[C:33]([F:36])([F:35])[F:34])=[O:8])[CH:2]=[CH:3][CH:4]=[CH:5][CH:6]=1 |f:1.2|. Reported procedure: Diethyl [(phenylsulfinyl)methyl]phosphonate (5.00 g, 96% purity, 17.4 mmol) was dissolved in toluene (20 mL) and cooled to 0° C. To the solution potassium tert-butoxide (2.05 g, 18.2 mmol) was added in one portion. This solution was added over 45 minutes to a solution of 1-(3,5-Dichlorophenyl)-2,2,2-trifluoroethanone (4.26 g, 99% purity, 17.4 mmol) in toluene at 0° C. The reaction mixture was stirred for additional 15 minutes at 0° C. and then warmed to room temperature over 30 minutes. The solu... Starting materials: CC([C@@H](CN[C@@H](C)C(=O)OC)OCOCC[Si](C)(C)C)C (N-(3-methyl-2-(S)-(2-trimethylsilylethyloxy)methyloxybutyl)-L-alanine, methyl ester), title intermediate, CC([C@@H](CN[C@@H](C)C(=O)OC)OCOCC[Si](C)(C)C)C (N-(3-methyl-2-(S)-(2-trimethylsilylethyloxy)methyloxybutyl)-L-alanine, methyl ester), NC1C(N(C2=C(N(C1=O)C)C=CC=C2)C2=CC=CC=C2)=O (3-amino-2,4-dioxo-1-methyl-5-phenyl-2,3,4,5-tetrahydro-1H-1,5-benzodiazepine). Yields the product CC([C@@H](CN[C@@H](C)C(=O)C1(C(N(C2=C(N(C1=O)C)C=CC=C2)C2=CC=CC=C2)=O)N)OCOCC[Si](C)(C)C)C (3-(N′-(3-methyl-2-(S)-(2-trimethylsilylethyloxy)methyloxybutyl)-L-Alaninyl)-amino-2,4-dioxo-1-methyl-5-phenyl-2,3,4,5-tetrahydro-1H-1,5-benzodiazepine). As a reaction SMILES: [CH3:1][CH:2]([CH3:21])[C@H:3]([O:12][CH2:13][O:14][CH2:15][CH2:16][Si:17]([CH3:20])([CH3:19])[CH3:18])[CH2:4][NH:5][C@H:6]([C:8]([O:10]C)=O)[CH3:7].[NH2:22][CH:23]1[C:29](=[O:30])[N:28]([CH3:31])[C:27]2[CH:32]=[CH:33][CH:34]=[CH:35][C:26]=2[N:25]([C:36]2[CH:41]=[CH:40][CH:39]=[CH:38][CH:37]=2)[C:24]1=[O:42]>>[CH3:21][CH:2]([CH3:1])[C@H:3]([O:12][CH2:13][O:14][CH2:15][CH2:16][Si:17]([CH3:20])([CH3:19])[CH3:18])[CH2:4][NH:5][C@H:6]([C:8]([C:23]1([NH2:22])[C:29](=[O:30])[N:28]([CH3:31])[C:27]2[CH:32]=[CH:33][CH:34]=[CH:35][C:26]=2[N:25]([C:36]2[CH:37]=[CH:38][CH:39]=[CH:40][CH:41]=2)[C:24]1=[O:42])=[O:10])[CH3:7]. Reported procedure: Following General Procedure II-A, Method B and using N-(3-methyl-2-(S)-(2-trimethylsilylethyloxy)methyloxybutyl)-L-alanine, methyl ester (Intermediate A, Step C; 1 eq), the free acid was prepared. The residue was used, following General Procedure D, and using 3-amino-2,4-dioxo-1-methyl-5-phenyl-2,3,4,5-tetrahydro-1H-1,5-benzodiazepine (CAS No. 131604-75-6) to prepare the title intermediate. The reactants are [Li]CCCC (n-BuLi), S1C=CC=C1 (thiophene), C(CCCCCCCCCCC)Br (n-C12H25Br). Solvent: C1CCOC1 (THF), C1CCOC1 (THF). Conditions: temperature -78 celsius, time 1 hour. Product: C(CCCCCCCCCCC)C=1SC=CC1 (2-dodecylthiophene). As a reaction SMILES: [S:1]1[CH:5]=[CH:4][CH:3]=[CH:2]1.[Li]CCCC.[CH2:11](Br)[CH2:12][CH2:13][CH2:14][CH2:15][CH2:16][CH2:17][CH2:18][CH2:19][CH2:20][CH2:21][CH3:22]>C1COCC1>[CH2:22]([C:2]1[S:1][CH:5]=[CH:4][CH:3]=1)[CH2:21][CH2:20][CH2:19][CH2:18][CH2:17][CH2:16][CH2:15][CH2:14][CH2:13][CH2:12][CH3:11]. Procedure details: A solution of thiophene (14.3 g, 0.17 mol) in dry THF (150 mL) was cooled to −78° C. under nitrogen. A solution of n-BuLi (38.0 mL, 2.5 M, 95.0 mmol) was then added dropwise over a course of 40 minutes. After addition, the reaction mixture was stirred at −78° C. for additional 2 hours, before a solution of n-C12H25Br (16.9 g, 67.8 mmol) in dry THF (25 mL) was added slowly. This mixture was stirred at −78° C. for 1 hour, and then allowed to warm to room temperature slowly and stirred at room temp... Reaction conditions: temperature 0 celsius, time 3 hour. RXN SMILES: S(Cl)(Cl)=O.[N+:5]([C:8]1[CH:9]=[N:10][C:11]2[C:16]([C:17]=1O)=[CH:15][CH:14]=[CH:13][CH:12]=2)([O-:7])=[O:6].CN(C=O)C.[NH2:24][CH2:25][CH2:26][CH2:27][OH:28]>C(Cl)Cl>[N+:5]([C:8]1[CH:9]=[N:10][C:11]2[C:16]([C:17]=1[NH:24][CH2:25][CH2:26][CH2:27][OH:28])=[CH:15][CH:14]=[CH:13][CH:12]=2)([O-:7])=[O:6]. Yields the product [N+](=O)([O-])C=1C=NC2=CC=CC=C2C1NCCCO (3-(3-Nitroquinolin-4-ylamino)propan-1-ol). Starting materials: NCCCO (3-Amino-1-propanol), S(=O)(Cl)Cl (Thionyl chloride), [N+](=O)([O-])C=1C=NC2=CC=CC=C2C1O (3-nitroquinolin-4-ol), CN(C)C=O (DMF), TEA. The solvent is C(Cl)Cl (DCM). Procedure: Thionyl chloride (6.3 mL) was added to a mixture of 3-nitroquinolin-4-ol (15 g) and DMF (6.9 mL) in DCM (200 mL). The mixture was heated under reflux for 3 h then cooled to 0° C. 3-Amino-1-propanol (7.3 mL) was added slowly followed by dropwise addition of TEA (36 mL) and the mixture stirred at rt for 3 h. The precipitate was filtered, washed with DCM then water. The DCM filtrate was washed with water and evaporated under reduced pressure then combined with the filtered solid. The combined solid... Reactants: [Br-], C1CCOC1, CS(C)=O, C[P+](c1ccccc1)(c1ccccc1)c1ccccc1, CC(C)[Si]1(C(C)C)OCC2OC(n3ccc(=O)[nH]c3=O)C(=O)C2O[Si](C(C)C)(C(C)C)O1, [H-], [Na+]. Yields the product C=C1C2O[Si](C(C)C)(C(C)C)O[Si](C(C)C)(C(C)C)OCC2OC1n1ccc(=O)[nH]c1=O. Reaction SMILES: [Br-:39].[CH2:60]1[O:61][CH2:62][CH2:63][CH2:64]1.[CH3:35][S:36](=[O:37])[CH3:38].[CH3:40][P+:41]([c:42]1[cH:43][cH:44][cH:45][cH:46][cH:47]1)([c:48]1[cH:49][cH:50][cH:51][cH:52][cH:53]1)[c:54]1[cH:55][cH:56][cH:57][cH:58][cH:59]1.[CH:3]([CH3:4])([CH3:5])[Si:6]1([CH:32]([CH3:33])[CH3:34])[O:7][Si:8]([CH:26]([CH3:27])[CH3:28])([CH:29]([CH3:30])[CH3:31])[O:9][CH2:10][CH:11]2[CH:12]([O:13]1)[C:14](=[O:25])[CH:15]([n:17]1[c:18](=[O:24])[nH:19][c:20](=[O:23])[cH:21][cH:22]1)[O:16]2.[H-:2].[Na+:1]>>[CH:3]([CH3:4])([CH3:5])[Si:6]1([CH:32]([CH3:33])[CH3:34])[O:7][Si:8]([CH:26]([CH3:27])[CH3:28])([CH:29]([CH3:30])[CH3:31])[O:9][CH2:10][CH:11]2[CH:12]([O:13]1)[C:14](=[CH2:35])[CH:15]([n:17]1[c:18](=[O:24])[nH:19][c:20](=[O:23])[cH:21][cH:22]1)[O:16]2. The reactants are CCOC(=O)C(C)(C)Br, O=C([O-])[O-], CCC(C)=O, [K+], [K+], O=[N+]([O-])c1ccc(O)cc1. Yields the product CCOC(=O)C(C)(C)Oc1ccc([N+](=O)[O-])cc1. Reaction SMILES: [Br:17][C:18]([C:19](=[O:20])[O:21][CH2:22][CH3:23])([CH3:24])[CH3:25].[C:11](=[O:12])([O-:13])[O-:14].[CH3:26][CH2:27][C:28](=[O:29])[CH3:30].[K+:15].[K+:16].[OH:1][c:2]1[cH:3][cH:4][c:5]([N+:8]([O-:9])=[O:10])[cH:6][cH:7]1>>[O:1]([c:2]1[cH:3][cH:4][c:5]([N+:8]([O-:9])=[O:10])[cH:6][cH:7]1)[C:18]([C:19](=[O:20])[O:21][CH2:22][CH3:23])([CH3:24])[CH3:25].